Dataset: the Open Reaction Database (ORD), a public repository of structured organic reaction records. Task: describe an organic reaction: reactants, conditions, products, and yield The reactants are Cl.Cl.CN(C1CCOCC1)C[C@@H]1CC[C@H](CC1)N (trans-4-[N-methyl-N-(tetrahydropyran-4-yl)aminomethyl]cyclohexylamine dihydrochloride), C1CCC2=NCCCN2CC1 (1,8-diazabicyclo[5,4,0]-7-undecene), CC1=CC=C(C=C1)C=1COC2=C(C1)C=C(C=C2)C(=O)O (3-(4-methylphenyl)-2H-1-benzopyran-6-carboxylic acid), ON1N=NC2=C1C=CC=C2 (1-hydroxybenzotriazole), Cl.C(C)N=C=NCCCN(C)C (1-ethyl-3-(3′-dimethylaminopropyl)carbodiimide hydrochloride). Run in C(C)#N (acetonitrile), C(C)N(CC)CC (triethylamine), C(C)#N (acetonitrile). Reaction conditions: time 2 hour. Yields the product CC1=CC=C(C=C1)C=1COC2=C(C1)C=C(C=C2)C(=O)N[C@@H]2CC[C@H](CC2)CN(C2CCOCC2)C (trans-3-(4-methylphenyl)-N-[4-[N-methyl-N-(tetrahydropyran-4-yl)aminomethyl]cyclohexyl]-2H-1-benzopyran-6-carboxamide). Isolated yield 71.1%. RXN SMILES: [CH3:1][C:2]1[CH:7]=[CH:6][C:5]([C:8]2[CH2:9][O:10][C:11]3[CH:17]=[CH:16][C:15]([C:18](O)=[O:19])=[CH:14][C:12]=3[CH:13]=2)=[CH:4][CH:3]=1.ON1C2C=CC=CC=2N=N1.Cl.C(N=C=NCCCN(C)C)C.Cl.Cl.[CH3:45][N:46]([CH2:53][C@H:54]1[CH2:59][CH2:58][C@H:57]([NH2:60])[CH2:56][CH2:55]1)[CH:47]1[CH2:52][CH2:51][O:50][CH2:49][CH2:48]1.C1CCN2C(=NCCC2)CC1>C(#N)C.C(N(CC)CC)C>[CH3:1][C:2]1[CH:3]=[CH:4][C:5]([C:8]2[CH2:9][O:10][C:11]3[CH:17]=[CH:16][C:15]([C:18]([NH:60][C@H:57]4[CH2:56][CH2:55][C@H:54]([CH2:53][N:46]([CH3:45])[CH:47]5[CH2:52][CH2:51][O:50][CH2:49][CH2:48]5)[CH2:59][CH2:58]4)=[O:19])=[CH:14][C:12]=3[CH:13]=2)=[CH:6][CH:7]=1 |f:2.3,4.5.6|. Procedure: Into a suspension of 3-(4-methylphenyl)-2H-1-benzopyran-6-carboxylic acid (150 mg) and 1-hydroxybenzotriazole (114 mg) in acetonitrile (15 ml) was added at room temperature 1-ethyl-3-(3′-dimethylaminopropyl)carbodiimide hydrochloride (162 mg), and the resulting mixture was stirred for 2 hours. Into the reaction mixture was added a solution of trans-4-[N-methyl-N-(tetrahydropyran-4-yl)aminomethyl]cyclohexylamine dihydrochloride (253 mg), 1,8-diazabicyclo[5,4,0]-7-undecene (257 mg) and triethylami... Reactants: BrCc1ccccc1, CCCC[N+](CCCC)(CCCC)CCCC, [F-], O, O=C(O)c1ccccc1O. The product is O=C(OCc1ccccc1)c1ccccc1O. RXN SMILES: [CH2:1]([c:2]1[cH:3][cH:4][cH:5][cH:6][cH:7]1)[Br:8].[CH2:21]([N+:22]([CH2:23][CH2:24][CH2:25][CH3:26])([CH2:27][CH2:28][CH2:29][CH3:30])[CH2:31][CH2:32][CH2:33][CH3:34])[CH2:35][CH2:36][CH3:37].[F-:20].[OH2:19].[OH:9][C:10](=[O:11])[c:12]1[cH:13][cH:14][cH:15][cH:16][c:17]1[OH:18]>>[CH2:1]([c:2]1[cH:3][cH:4][cH:5][cH:6][cH:7]1)[O:9][C:10](=[O:11])[c:12]1[cH:13][cH:14][cH:15][cH:16][c:17]1[OH:18]. Reactants: OC=1C=C2C=CC=C(C2=CC1)NC(C)=O (N-(6-hydroxy-naphthalen-1-yl)-acetamide), C(C1=CC=CC=C1)Br (benzyl bromide), C([O-])([O-])=O.[K+].[K+] (potassium carbonate). Solvent: CN(C)C=O (DMF), CCOCC (ether). Run at time 20 hour. Product: C(C1=CC=CC=C1)OC=1C=C2C=CC=C(C2=CC1)NC(C)=O (N-(6-Benzyloxy-naphthalen-1-yl)-acetamide). Isolated yield 61.3%. As a reaction SMILES: [OH:1][C:2]1[CH:3]=[C:4]2[C:9](=[CH:10][CH:11]=1)[C:8]([NH:12][C:13](=[O:15])[CH3:14])=[CH:7][CH:6]=[CH:5]2.[CH2:16](Br)[C:17]1[CH:22]=[CH:21][CH:20]=[CH:19][CH:18]=1.C(=O)([O-])[O-].[K+].[K+]>CN(C=O)C.CCOCC>[CH2:16]([O:1][C:2]1[CH:3]=[C:4]2[C:9](=[CH:10][CH:11]=1)[C:8]([NH:12][C:13](=[O:15])[CH3:14])=[CH:7][CH:6]=[CH:5]2)[C:17]1[CH:22]=[CH:21][CH:20]=[CH:19][CH:18]=1 |f:2.3.4|. Reported procedure: A mixture of N-(6-hydroxy-naphthalen-1-yl)-acetamide (5.72 grams, 28 mmol), benzyl bromide (4.78 grams, 28 mmol) and potassium carbonate (4.14 grams, 30 mmol) in DMF (50 mL) was stirred at room temperature for 20 hours. The reaction was diluted with ether (250 mL) and was washed with saturated aqueous NaHCO3 (2×30 mL) and saturated aqueous NaCl (2×30 mL), dried MgSO4) and concentrated in vacuo. The crude residue was azeotroped with heptane (2×100 mL) to give a colored solid. The solid was filter... Reactants: OC(C(=O)OCC)CC1=NC(=CC=C1[N+](=O)[O-])OC (ethyl 2-hydroxy-3-(6-methoxy-3-nitropyridin-2-yl)propanoate), [H][H] (hydrogen). The reagents and catalysts are [Pd] (palladium on carbon). Run in CO (methanol). Conditions: time 5 hour. Yields the product OC1C(NC2=CC=C(N=C2C1)OC)=O (3-Hydroxy-6-methoxy-3,4-dihydro-1,5-naphthyridin-2(1H)-one). As a reaction SMILES: [OH:1][CH:2]([CH2:8][C:9]1[C:14]([N+:15]([O-])=O)=[CH:13][CH:12]=[C:11]([O:18][CH3:19])[N:10]=1)[C:3](OCC)=[O:4].[H][H]>CO.[Pd]>[OH:1][CH:2]1[CH2:8][C:9]2[C:14](=[CH:13][CH:12]=[C:11]([O:18][CH3:19])[N:10]=2)[NH:15][C:3]1=[O:4]. Reported procedure: A roundbottom flask was charged with a solution of ethyl 2-hydroxy-3-(6-methoxy-3-nitropyridin-2-yl)propanoate (37 mmol) in methanol (500 ml). To the mixture was added 10% palladium on carbon (3 g). The solution was shaken under 40 psi of hydrogen for 12 hours. The resulting solution was then allowed to react, with stirring, for 5 hours while the temperature was maintained at room temperature. The mixture was then filtered and the filtrate was diluted with 100 ml of water. Hydrochloric acid was ... Product: COc1ccc2nccc(NC(=O)N3CCC(NC(=O)OC(C)(C)C)CC3)c2n1. Starting materials: CC(C)(C)OC(=O)NC1CCNCC1, O=C([O-])[O-], CN(C)c1ccncc1, ClC(Cl)Cl, Cl, [K+], [K+], COc1ccc2nccc(N)c2n1. As a reaction SMILES: [C:15]([CH3:16])([CH3:17])([CH3:18])[O:19][C:20](=[O:21])[NH:22][CH:23]1[CH2:24][CH2:25][NH:26][CH2:27][CH2:28]1.[C:29]([O-:30])(=[O:31])[O-:32].[CH3:35][N:36]([CH3:37])[c:38]1[cH:39][cH:40][n:41][cH:42][cH:43]1.[CH:44]([Cl:45])([Cl:46])[Cl:47].[ClH:14].[K+:33].[K+:34].[NH2:1][c:2]1[cH:3][cH:4][n:5][c:6]2[cH:7][cH:8][c:9]([O:12][CH3:13])[n:10][c:11]12>>[NH:1]([c:2]1[cH:3][cH:4][n:5][c:6]2[cH:7][cH:8][c:9]([O:12][CH3:13])[n:10][c:11]12)[C:29]([N:26]1[CH2:25][CH2:24][CH:23]([NH:22][C:20]([O:19][C:15]([CH3:16])([CH3:17])[CH3:18])=[O:21])[CH2:28][CH2:27]1)=[O:30].